From a dataset of the Open Reaction Database (ORD), a public repository of structured organic reaction records. describe an organic reaction: reactants, conditions, products, and yield Reactants: CCCCO, CCN(C(C)C)C(C)C, Nc1cc(C2CC2)[nH]n1, O=[N+]([O-])c1cnc(Cl)nc1Cl. Yields the product O=[N+]([O-])c1cnc(Cl)nc1Nc1cc(C2CC2)[nH]n1. Reaction SMILES: [CH2:30]([OH:31])[CH2:32][CH2:33][CH3:34].[CH:12]([N:13]([CH2:14][CH3:15])[CH:16]([CH3:17])[CH3:18])([CH3:19])[CH3:20].[CH:21]1([c:24]2[cH:25][c:26]([NH2:29])[n:27][nH:28]2)[CH2:22][CH2:23]1.[Cl:1][c:2]1[n:3][cH:4][c:5]([N+:9](=[O:10])[O-:11])[c:6]([Cl:8])[n:7]1>>[Cl:1][c:2]1[n:3][cH:4][c:5]([N+:9](=[O:10])[O-:11])[c:6]([NH:29][c:26]2[cH:25][c:24]([CH:21]3[CH2:22][CH2:23]3)[nH:28][n:27]2)[n:7]1. Reactants: C(C)OC(COC1=C(C=C(C=C1)O)C(NCC1=C(C=C(C=C1)Br)F)=O)=O ([4-hydroxy-2-(4-bromo-2-fluoro-benzylcarbamoyl)-phenoxy]-acetic acid ethyl ester), [OH-].[K+] (KOH). The solvent is C(C)O (ethanol), C(C)(=O)OCC (ethyl acetate). The product is OC1=CC(=C(OCC(=O)O)C=C1)C(NCC1=C(C=C(C=C1)Br)F)=O ([4-hydroxy-2-(4-bromo-2-fluoro-benzylcarbamoyl)-phenoxy]-acetic acid). RXN SMILES: C([O:3][C:4](=[O:26])[CH2:5][O:6][C:7]1[CH:12]=[CH:11][C:10]([OH:13])=[CH:9][C:8]=1[C:14](=[O:25])[NH:15][CH2:16][C:17]1[CH:22]=[CH:21][C:20]([Br:23])=[CH:19][C:18]=1[F:24])C.[OH-].[K+]>C(O)C.C(OCC)(=O)C>[OH:13][C:10]1[CH:11]=[CH:12][C:7]([O:6][CH2:5][C:4]([OH:26])=[O:3])=[C:8]([C:14](=[O:25])[NH:15][CH2:16][C:17]2[CH:22]=[CH:21][C:20]([Br:23])=[CH:19][C:18]=2[F:24])[CH:9]=1 |f:1.2|. Procedure details: A solution of [4-hydroxy-2-(4-bromo-2-fluoro-benzylcarbamoyl)-phenoxy]-acetic acid ethyl ester (0.773 g, 1.83 mmol)in ethanol (10 mL, 0.18 M) was cooled to 0° C. and treated with aq KOH (5 mL, 1.25 M) and warmed to room temperature. The solution was acidified to pH 1–2, diluted with ethyl acetate and washed with sat'd aq NaCL. The organic layer was dried over Na2SO4, filtered and concentrated to give [4-hydroxy-2-(4-bromo-2-fluoro-benzylcarbamoyl)-phenoxy]-acetic acid as a white crystaline solid...